Dataset: the Open Reaction Database (ORD), a public repository of structured organic reaction records. Task: describe an organic reaction: reactants, conditions, products, and yield The reactants are N[C@H](CCO)C(=O)O (D-Homoserine), C(=O)([O-])[O-].[K+].[K+] (K2CO3), ClC1=C(C#N)C=CC(=C1C)F (2-chloro-3-methyl-4-fluorobenzonitrile). Run in CS(=O)C (DMSO). Conditions: temperature 80 celsius, time 17 hour. The product is ClC=1C(=C(C=CC1C#N)N[C@@H](C(=O)O)CCO)C ((R)-2-(3-chloro-4-cyano-2-methylphenylamino)-4-hydroxybutanoic acid). Isolated yield 60.1%. As a reaction SMILES: [NH2:1][C@@H:2]([C:6]([OH:8])=[O:7])[CH2:3][CH2:4][OH:5].C([O-])([O-])=O.[K+].[K+].[Cl:15][C:16]1[C:23]([CH3:24])=[C:22](F)[CH:21]=[CH:20][C:17]=1[C:18]#[N:19]>CS(C)=O>[Cl:15][C:16]1[C:23]([CH3:24])=[C:22]([NH:1][C@H:2]([CH2:3][CH2:4][OH:5])[C:6]([OH:8])=[O:7])[CH:21]=[CH:20][C:17]=1[C:18]#[N:19] |f:1.2.3|. Procedure details: To a suspension of D-Homoserine (2.5 g, 20.99 mmol) and K2CO3 (5.8 g, 41.98 mmol) in DMSO (30 mL) was added 2-chloro-3-methyl-4-fluorobenzonitrile (3.56 g, 20.99 mmol) at room temperature. The reaction mixture was heated to 80° C. and stirred for 17 h. The reaction mixture was allowed to cool to room temperature and quenched with H2O (200 mL) and extracted with EtOAc (3×200 mL). The aqueous layer was then acidified with solid citric acid and extracted with EtOAc (2×100 mL). The organic extracts ... Reactants: O.[OH-].[Li+] (lithium hydroxide monohydrate), ClC1=NC=C(C(=N1)N[C@@H](C)C1=NC=C(C=C1)F)C(=O)OCC ((S)-ethyl 2-chloro-4-(1-(5-fluoropyridin-2-yl)ethylamino)pyrimidine-5-carboxylate). The solvent is O (water), CO (methanol), O1CCCC1 (tetrahydrofuran). Run at time 3 hour. Product: ClC1=NC=C(C(=N1)N[C@@H](C)C1=NC=C(C=C1)F)C(=O)O ((S)-2-Chloro-4-(1-(5-fluoropyridin-2-yl)ethylamino)pyrimidine-5-carboxylic acid). Yield: 46.9%. Reaction SMILES: O.[OH-].[Li+].[Cl:4][C:5]1[N:10]=[C:9]([NH:11][C@H:12]([C:14]2[CH:19]=[CH:18][C:17]([F:20])=[CH:16][N:15]=2)[CH3:13])[C:8]([C:21]([O:23]CC)=[O:22])=[CH:7][N:6]=1>O.CO.O1CCCC1>[Cl:4][C:5]1[N:10]=[C:9]([NH:11][C@H:12]([C:14]2[CH:19]=[CH:18][C:17]([F:20])=[CH:16][N:15]=2)[CH3:13])[C:8]([C:21]([OH:23])=[O:22])=[CH:7][N:6]=1 |f:0.1.2|. Procedure details: A solution of lithium hydroxide monohydrate (633 mg, 15.09 mmol) in water (6 mL) was added to a solution of (S)-ethyl 2-chloro-4-(1-(5-fluoropyridin-2-yl)ethylamino)pyrimidine-5-carboxylate (Preparation 5a, 490 mg, 1.51 mmol) in a mixture of methanol (6 mL) and tetrahydrofuran (2 mL) and the reaction mixture was stirred at ambient temperature for 3 hours. The solvents were evaporated under reduced pressure and water was added to the resulting residue. The pH was then adjusted to ca. 6 with 2M aq... Starting materials: CC1(C=2C=CC(=CC2C(=CC1)C=1SC=C(N1)C)C#CC1=CC=C(C(=O)OCC)C=C1)C (ethyl 4-[5,6-dihydro-5,5-dimethyl-8-(4-methylthiazol-2-yl)-2-naphthalenyl]ethynylbenzoate), CC1(C=2C=CC(=CC2C(=CC1)C=1SC=C(N1)C)C#CC1=CC=C(C(=O)OCC)C=C1)C (ethyl 4-[5,6-dihydro-5,5-dimethyl-8-(4-methylthiazol-2-yl)-2-naphthalenyl]ethynylbenzoate), [OH-].[Na+] (NaOH). The solvent is CCO (EtOH). Reaction conditions: temperature 50 celsius. Yields the product CC1(C=2C=CC(=CC2C(=CC1)C=1SC=C(N1)C)C#CC1=CC=C(C(=O)O)C=C1)C (4-[(5,6-Dihydro-5,5-dimethyl-8-(4-methylthiazol-2-yl)-2-naphthalenyl)ethynyl]benzoic acid). RXN SMILES: [CH3:1][C:2]1([CH3:31])[CH2:11][CH:10]=[C:9]([C:12]2[S:13][CH:14]=[C:15]([CH3:17])[N:16]=2)[C:8]2[CH:7]=[C:6]([C:18]#[C:19][C:20]3[CH:30]=[CH:29][C:23]([C:24]([O:26]CC)=[O:25])=[CH:22][CH:21]=3)[CH:5]=[CH:4][C:3]1=2.[OH-].[Na+]>CCO>[CH3:1][C:2]1([CH3:31])[CH2:11][CH:10]=[C:9]([C:12]2[S:13][CH:14]=[C:15]([CH3:17])[N:16]=2)[C:8]2[CH:7]=[C:6]([C:18]#[C:19][C:20]3[CH:21]=[CH:22][C:23]([C:24]([OH:26])=[O:25])=[CH:29][CH:30]=3)[CH:5]=[CH:4][C:3]1=2 |f:1.2|. Procedure details: To a solution of ethyl 4-[5,6-dihydro-5,5-dimethyl-8-(4-methylthiazol-2-yl)-2-naphthalenyl]ethynylbenzoate (Compound 16) (145.0 mg, 0.34 mmol) and 4 ml of EtOH at room temperature was added aqueous NaOH (1 ml, 1 M, 1 mmol). The resulting solution was warmed to 50° C. for 1 hour and concentrated in vacuo. The residue was suspended in a solution of CH2Cl2 and ether (5:1) and acidified to pH 5 with 1M aqueous HCl. The layers were separated and the organic layer was washed with brine, dried (Na2SO4)... The reactants are C(C)(C)(C)OC(=O)N1CC2=CC=C(C=C2CC1)O (6-hydroxy-3,4-dihydro-1H-isoquinoline-2-carboxylic acid tert-butyl ester), C([O-])([O-])=O.[Cs+].[Cs+] (cesium carbonate), C(C)(C)(C)C1CCC(CC1)OS(=O)(=O)C (methanesulfonic acid 4-tert-butyl-cyclohexyl ester), CC(CC)=O (2-butanone). Solvent: CC(C)(C)O (t-BuOH). Yields the product C(C)(C)(C)OC(=O)N1CC2=CC=C(C=C2CC1)OC1CCC(CC1)C(C)(C)C (6-(4-tert-Butyl-cyclohexyloxy)-3,4-dihydro-1H-isoquinoline-2-carboxylic acid tert-butyl ester). Isolated yield 58.6%. Reaction SMILES: [C:1]([O:5][C:6]([N:8]1[CH2:17][CH2:16][C:15]2[C:10](=[CH:11][CH:12]=[C:13]([OH:18])[CH:14]=2)[CH2:9]1)=[O:7])([CH3:4])([CH3:3])[CH3:2].C(=O)([O-])[O-].[Cs+].[Cs+].[C:25]([CH:29]1[CH2:34][CH2:33][CH:32](OS(C)(=O)=O)[CH2:31][CH2:30]1)([CH3:28])([CH3:27])[CH3:26].CC(=O)CC>CC(O)(C)C>[C:1]([O:5][C:6]([N:8]1[CH2:17][CH2:16][C:15]2[C:10](=[CH:11][CH:12]=[C:13]([O:18][CH:32]3[CH2:33][CH2:34][CH:29]([C:25]([CH3:28])([CH3:27])[CH3:26])[CH2:30][CH2:31]3)[CH:14]=2)[CH2:9]1)=[O:7])([CH3:4])([CH3:2])[CH3:3] |f:1.2.3|. Procedure details: A mixture of 6-hydroxy-3,4-dihydro-1H-isoquinoline-2-carboxylic acid tert-butyl ester (1.1 g, 4.4 mmol), cesium carbonate (4.3 g, 13 mmol), and methanesulfonic acid 4-tert-butyl-cyclohexyl ester (2.2 g, 8.8 mmol). in t-BuOH (12 mL) and 2-butanone (6.0 mL) was heated in a sealed vial at 100° C. overnight. The mixture was partitioned between water and ether. The organic phase was washed with water, dried over MgSO4, filtered and concentrated. The residue was purified via a silica gel column eluted... Reactants: C=C(c1ccccc1)c1ccc2nc(N)n(S(=O)(=O)C(C)C)c2c1, O=C1CCC(=O)N1Cl, C1CCOC1, O. Product: CC(C)S(=O)(=O)n1c(N)nc2ccc(C(=CCl)c3ccccc3)cc21. Reaction SMILES: [CH:1]([CH3:2])([CH3:3])[S:4](=[O:5])(=[O:6])[n:7]1[c:8]([NH2:24])[n:9][c:10]2[c:11]1[cH:12][c:13]([C:16]([c:17]1[cH:18][cH:19][cH:20][cH:21][cH:22]1)=[CH2:23])[cH:14][cH:15]2.[Cl:30][N:31]1[C:32](=[O:33])[CH2:34][CH2:35][C:36]1=[O:37].[O:25]1[CH2:26][CH2:27][CH2:28][CH2:29]1.[OH2:38]>>[CH:1]([CH3:2])([CH3:3])[S:4](=[O:5])(=[O:6])[n:7]1[c:8]([NH2:24])[n:9][c:10]2[c:11]1[cH:12][c:13]([C:16]([c:17]1[cH:18][cH:19][cH:20][cH:21][cH:22]1)=[CH:23][Cl:30])[cH:14][cH:15]2. The reactants are [Br-], [Li]CCCC, CCCCCC, C[P+](c1ccccc1)(c1ccccc1)c1ccccc1, CC(=O)c1cccc(-n2c(C(F)(F)F)nn(C)c2=S)c1, [Na+], C1CCOC1, [OH-]. The product is C=C(C)c1cccc(-n2c(C(F)(F)F)nn(C)c2=S)c1. Reaction SMILES: [Br-:34].[CH2:1]([Li:2])[CH2:3][CH2:4][CH3:5].[CH3:28][CH2:29][CH2:30][CH2:31][CH2:32][CH3:33].[CH3:35][P+:36]([c:37]1[cH:38][cH:39][cH:40][cH:41][cH:42]1)([c:43]1[cH:44][cH:45][cH:46][cH:47][cH:48]1)[c:49]1[cH:50][cH:51][cH:52][cH:53][cH:54]1.[F:6][C:7]([c:8]1[n:9][n:10]([CH3:23])[c:11](=[S:22])[n:12]1-[c:13]1[cH:14][c:15]([C:19](=[O:20])[CH3:21])[cH:16][cH:17][cH:18]1)([F:24])[F:25].[Na+:27].[O:55]1[CH2:56][CH2:57][CH2:58][CH2:59]1.[OH-:26]>>[CH3:1][C:19]([c:15]1[cH:14][c:13](-[n:12]2[c:8]([C:7]([F:6])([F:24])[F:25])[n:9][n:10]([CH3:23])[c:11]2=[S:22])[cH:18][cH:17][cH:16]1)=[CH2:21]. The reactants are Cl.CS(=O)(=O)C1=CC=C(C=C1)N1C(C=C(C=C1)OC1CCNCC1)=O (1-(4-(methylsulfonyl)phenyl)-4-(piperidin-4-yloxy)pyridin-2(1H)-one hydrochloric acid), C(C)(C)N(CC)C(C)C (diisopropylethylamine), ClC(=O)OC1=CC=C(C=C1)Br (4-bromophenyl chloroformate). Solvent: C(Cl)Cl (CH2Cl2), C(Cl)Cl (CH2Cl2), C(Cl)Cl (CH2Cl2). Run at time 3 hour. The product is CS(=O)(=O)C1=CC=C(C=C1)N1C(C=C(C=C1)OC1CCN(CC1)C(=O)OC1=CC=C(C=C1)Br)=O (4-bromophenyl 4-(1-(4-(methylsulfonyl)phenyl)-2-oxo-1,2-dihydropyridin-4-yloxy)piperidine-1-carboxylate). Yield: 73.0%. As a reaction SMILES: Cl.[CH3:2][S:3]([C:6]1[CH:11]=[CH:10][C:9]([N:12]2[CH:17]=[CH:16][C:15]([O:18][CH:19]3[CH2:24][CH2:23][NH:22][CH2:21][CH2:20]3)=[CH:14][C:13]2=[O:25])=[CH:8][CH:7]=1)(=[O:5])=[O:4].C(N(C(C)C)CC)(C)C.Cl[C:36]([O:38][C:39]1[CH:44]=[CH:43][C:42]([Br:45])=[CH:41][CH:40]=1)=[O:37]>C(Cl)Cl>[CH3:2][S:3]([C:6]1[CH:11]=[CH:10][C:9]([N:12]2[CH:17]=[CH:16][C:15]([O:18][CH:19]3[CH2:24][CH2:23][N:22]([C:36]([O:38][C:39]4[CH:44]=[CH:43][C:42]([Br:45])=[CH:41][CH:40]=4)=[O:37])[CH2:21][CH2:20]3)=[CH:14][C:13]2=[O:25])=[CH:8][CH:7]=1)(=[O:4])=[O:5] |f:0.1|. Procedure details: To a mixture of 1-(4-(methylsulfonyl)phenyl)-4-(piperidin-4-yloxy)pyridin-2(1H)-one hydrochloric acid (154 mg, 0.40 mmol) and diisopropylethylamine (0.35 mL, 0.20 mmol) in CH2Cl2 (1.5 mL) at room temperature was added 4-bromophenyl chloroformate (prepared according to procedures described at Step B of Example 2 substituting 4-bromophenol for 1,1,1-trifluoro-2-propanol) in CH2Cl2 (1.0 mL). The resulting mixture was stirred at room temperature for 3 hrs, diluted with CH2Cl2 and washed with water a... The reactants are [H-].[Na+] (NaH), N1C=CC2=CC=CC=C12 (indole), CN(C)C=O (DMF), [OH-].[K+] (KOH), II (I2), BrCCCC (1-bromobutane). Solvent: CCOC(=O)C (EtOAc), O (H2O). Conditions: time 30 minute. Yields the product C(CCC)N1C=C(C2=CC=CC(=C12)OC)I (1-butyl-3-iodo-7-methoxy-1H-indole). Isolated yield 80.0%. Reaction SMILES: [NH:1]1[C:9]2[C:4](=[CH:5][CH:6]=[CH:7][CH:8]=2)[CH:3]=[CH:2]1.[OH-].[K+].[I:12]I.[H-].[Na+].Br[CH2:17][CH2:18][CH2:19][CH3:20].CN([CH:24]=[O:25])C>CCOC(C)=O.O>[CH2:17]([N:1]1[C:9]2[C:4](=[CH:5][CH:6]=[CH:7][C:8]=2[O:25][CH3:24])[C:3]([I:12])=[CH:2]1)[CH2:18][CH2:19][CH3:20] |f:1.2,4.5|. Reported procedure: A round bottom flask containing indole (0.22 mL, 1.70 mmol, 1 equiv) in DMF at R.T. was stirred with KOH (0.10 g, 1.78 mmol, 1.05 equiv) for about 15 min and then treated with I2 (0.44 g, 1.73 mmol, 1.02 equiv). After 30 min, NaH (0.082 g, 2.04 mmol, 1.2 equiv) was added portion-wise. After additional 15 min had passes 1-bromobutane (0.2 mL, 1.87 mmol, 1.1 equiv) was added and the reaction mixture was stirred until completion. Upon completion (TLC monitoring), H2O was added and allowed to stir f...